This data is from the Open Reaction Database (ORD), a public repository of structured organic reaction records. The task is: describe an organic reaction: reactants, conditions, products, and yield Run at time 15 hour. Yield: 69.8%. As a reaction SMILES: [Cl:1][C:2]1[N:3]=[C:4](Cl)[C:5]2[C:10]([I:11])=[CH:9][N:8]([S:12]([C:15]3[CH:21]=[CH:20][C:18]([CH3:19])=[CH:17][CH:16]=3)(=[O:14])=[O:13])[C:6]=2[N:7]=1.[CH:23]1([NH2:26])[CH2:25][CH2:24]1.CCN(C(C)C)C(C)C>C(O)CCC>[Cl:1][C:2]1[N:3]=[C:4]([NH:26][CH:23]2[CH2:25][CH2:24]2)[C:5]2[C:10]([I:11])=[CH:9][N:8]([S:12]([C:15]3[CH:21]=[CH:20][C:18]([CH3:19])=[CH:17][CH:16]=3)(=[O:14])=[O:13])[C:6]=2[N:7]=1. Reactants: C1(CC1)N (cyclopropylamine), CCN(C(C)C)C(C)C (DIPEA), ClC=1N=C(C2=C(N1)N(C=C2I)S(=O)(=O)C2=CC=C(C)C=C2)Cl (2,4-dichloro-5-iodo-7-tosyl-7H-pyrrolo[2,3-d]pyrimidine). Reported procedure: To a mixture of 2,4-dichloro-5-iodo-7-tosyl-7H-pyrrolo[2,3-d]pyrimidine (0.414 g, 0.88 mmol) in nBuOH (1.5 mL) was added cyclopropylamine (0.0674 mL, 1.06 mmol) and DIPEA (0.188 mL, 1.06 mmol). After stirring at ambient temperature for 15 h, the resulting precipitate was collected by filtration to give 2-chloro-N-cyclopropyl-5-iodo-7-tosyl-7H-pyrrolo[2,3-d]pyrimidin-4-amine (0.3 g). The product is ClC=1N=C(C2=C(N1)N(C=C2I)S(=O)(=O)C2=CC=C(C)C=C2)NC2CC2 (2-chloro-N-cyclopropyl-5-iodo-7-tosyl-7H-pyrrolo[2,3-d]pyrimidin-4-amine). Solvent: C(CCC)O (nBuOH). The reactants are C=1C=CC2=C(C1)C(=O)OC2(C=3C=CC(=CC3)O)C=4C=CC(=CC4)O (phenolphthalein), [O-]CC (ethoxide), FC(C(CC(=O)OCC)=O)(F)F (Ethyl trifluoroacetoacetate), [O-]CC.[Na+] (sodium ethoxide), [Na] (sodium), Cl.NO (hydroxylamine hydrochloride), [Na] (sodium). The solvent is C(C)O (ethanol), C(C)O (ethanol), C(C)O (ethanol), C(C)O (ethanol), C(C)O (ethanol), C(C)O (ethanol). Conditions: time 8 hour. Product: [O-]CC.[Na+] (sodium ethoxide), [Na].FC(C1=NOC(=C1)O)(F)F (3-trifluoromethyl-5-hydroxyisoxazole sodium salt). Reaction SMILES: Cl.[NH2:2]O.[O-:4][CH2:5][CH3:6].[Na+:7].[Na:8].[F:9][C:10]([F:20])([F:19])[C:11](=O)[CH2:12][C:13]([O:15]CC)=[O:14].C1C=CC2C(C3C=CC(O)=CC=3)(C3C=CC(O)=CC=3)OC(=O)C=2C=1.[O-]CC>C(O)C>[O-:4][CH2:5][CH3:6].[Na+:7].[Na:8].[F:9][C:10]([F:20])([F:19])[C:11]1[CH:12]=[C:13]([OH:15])[O:14][N:2]=1 |f:0.1,2.3,9.10,11.12,^1:7,54|. Reported procedure: To dry ethanol (200 ml) was added 97% hydroxylamine hydrochloride (8.60 g, 0.120 mole), heated and dissolved. While maintaining the mixture below 25° C. to this stirring solution was added a solution of sodium ethoxide in ethanol which was prepared by the addition of sodium metal (2.76 g, 0.120 g-atom) to dry ethanol (56 ml). Ethyl trifluoroacetoacetate (18.4 g, 0.100 mole) was then added and heated under reflux to allow to react for 4 hours. The reaction mixture was cooled with ice and a soluti... Reactants: BrC1=NC=C(C=C1)C (2-bromo-5-methylpyridine), C(Cl)(Cl)(Cl)Cl (carbon tetrachloride), C1CC(=O)N(C1=O)Br (NBS). The reagents and catalysts are C(C1=CC=CC=C1)(=O)OOC(C1=CC=CC=C1)=O (benzoyl peroxide). Conditions: temperature 0 celsius. Yields the product BrC1=NC=C(C=C1)CBr (2-bromo-5-bromomethylpyridine). Reaction SMILES: [Br:1][C:2]1[CH:7]=[CH:6][C:5]([CH3:8])=[CH:4][N:3]=1.C(Cl)(Cl)(Cl)Cl.C1C(=O)N([Br:21])C(=O)C1>C(OOC(=O)C1C=CC=CC=1)(=O)C1C=CC=CC=1>[Br:1][C:2]1[CH:7]=[CH:6][C:5]([CH2:8][Br:21])=[CH:4][N:3]=1. Procedure: To a solution of 2-bromo-5-methylpyridine ((3.1 g, 17.4 mmol, 1 eq.) in carbon tetrachloride (40 mL, 400 mmol) was added benzoyl peroxide (230 mg, 950 μmol) and NBS (3.4 g, 19.2 mmol, 1.1 eq.). The resulting mixture was heated at reflux overnight. The mixture was cooled at 0° C. and filtered. The filtrate was concentrated to yield 2-bromo-5-bromomethylpyridine (4.6 g), which was used without further purification. Reactants: C(C=C)N1C(=C(C2=C1N=CN=C2NCC2SCCC2)C2=CC=CC=C2)C2=CC=CC=C2 ((7-Allyl-5,6-diphenyl-7H-pyrrolo[2,3-d]pyrimidin-4-yl)-(tetrahydrothiophen-2-ylmethyl)-amine), CC(C)([O-])C.[K+] (potassium tert-butoxide), S(O)(O)(=O)=O (sulfuric acid). Reagents/catalysts: [Hg](Cl)Cl (mercury (II) chloride). Solvent: C(C)(=O)OCC (ethyl acetate), CS(=O)C (DMSO). Reaction conditions: temperature 110 celsius. Yields the product C1(=CC=CC=C1)C1=C(NC=2N=CN=C(C21)NCC2SCCC2)C2=CC=CC=C2 ((5,6-Diphenyl-7H-pyrrolo[2,3-d]pyrimidin-4-yl)-(tetrahydrothiophen-2-ylmethyl)-amine). As a reaction SMILES: C([N:4]1[C:8]2[N:9]=[CH:10][N:11]=[C:12]([NH:13][CH2:14][CH:15]3[CH2:19][CH2:18][CH2:17][S:16]3)[C:7]=2[C:6]([C:20]2[CH:25]=[CH:24][CH:23]=[CH:22][CH:21]=2)=[C:5]1[C:26]1[CH:31]=[CH:30][CH:29]=[CH:28][CH:27]=1)C=C.CC(C)([O-])C.[K+].S(=O)(=O)(O)O>CS(C)=O.C(OCC)(=O)C.[Hg](Cl)Cl>[C:20]1([C:6]2[C:7]3[C:12]([NH:13][CH2:14][CH:15]4[CH2:19][CH2:18][CH2:17][S:16]4)=[N:11][CH:10]=[N:9][C:8]=3[NH:4][C:5]=2[C:26]2[CH:27]=[CH:28][CH:29]=[CH:30][CH:31]=2)[CH:21]=[CH:22][CH:23]=[CH:24][CH:25]=1 |f:1.2|. Procedure details: To a solution of (7-allyl-5,6-diphenyl-7H-pyrrolo[2,3-d]pyrimidin-4-yl)-(tetrahydrothiophen-2-ylmethyl)-amine (Example 3, Step C, 0.20 mmol) in DMSO (1 mL) was added potassium tert-butoxide (50 mg, 0.45 mmol) and the solution was heated to 110° C. for 24 hours. The solution was then cooled, diluted with ethyl acetate, extracted with water (2×25 mL), dried and concentrated under reduced pressure. Acetone (1 mL) was then added, followed by sulfuric acid (1 N, aq., 1 mL) and mercury (II) chloride (... Starting materials: OC[C@H](CCO)OCOC ((S)-1,4-dihydroxy-2-(methoxymethoxy)butane), suspension, [H-].[Na+] (sodium hydride), oil, C(C1=CC=CC=C1)Br (benzyl bromide). Run in CN(C=O)C (N,N-dimethylformamide), CCCCCC (hexane), CN(C=O)C (N,N-dimethylformamide). Conditions: time 6 hour. The product is C(C1=CC=CC=C1)OC[C@H](CCOCC1=CC=CC=C1)OCOC ((S)-1,4-dibenzyloxy-2-(methoxymethoxy)butane). The yield is 83.8%. RXN SMILES: [H-].[Na+].[OH:3][CH2:4][C@@H:5]([O:9][CH2:10][O:11][CH3:12])[CH2:6][CH2:7][OH:8].[CH2:13](Br)[C:14]1[CH:19]=[CH:18][CH:17]=[CH:16][CH:15]=1>CCCCCC.CN(C)C=O>[CH2:13]([O:3][CH2:4][C@@H:5]([O:9][CH2:10][O:11][CH3:12])[CH2:6][CH2:7][O:8][CH2:13][C:14]1[CH:19]=[CH:18][CH:17]=[CH:16][CH:15]=1)[C:14]1[CH:19]=[CH:18][CH:17]=[CH:16][CH:15]=1 |f:0.1|. Procedure: A 60% suspension of sodium hydride in oil (1.34 g, 33 mmol) was washed with hexane (2×20 ml) under an atmosphere of dry nitrogen. After decanting the hexane the solid was suspended in dry N,N-dimethylformamide (20 ml) and treated with a solution of (S)-1,4-dihydroxy-2-(methoxymethoxy)butane (2 g, 13 mmol) in N,N-dimethylformamide (5 ml). After stirring at room temperature for 6 hours the mixture was treated with a solution of benzyl bromide (3.9 ml, 33 mmol) in N,N-dimethylformamide (5 ml) and t...